Task: describe an organic reaction: reactants, conditions, products, and yield. Dataset: the Open Reaction Database (ORD), a public repository of structured organic reaction records The reactants are C(CCCCCCCCC(=O)O)(=O)O (sebacic acid), O1C(COCC1)CO (1,4-dioxanemethanol), C1(=CC=CC=C1)C (toluene). Reagents/catalysts: C(CCCCCCCCCCC)(=O)[O-].C(CCCCCCCCCCC)(=O)[O-].C(CCC)[Sn+2]CCCC (dibutyltin dilaurate). The product is C(CCCCCCCCC(=O)O)(=O)O.O1C(COCC1)CO.O1C(COCC1)CO (bis-1,4-dioxanemethanol sebacate). Yield: 87.0%. Reaction SMILES: [C:1]([OH:14])(=[O:13])[CH2:2][CH2:3][CH2:4][CH2:5][CH2:6][CH2:7][CH2:8][CH2:9][C:10]([OH:12])=[O:11].[O:15]1[CH2:20][CH2:19][O:18][CH2:17][CH:16]1[CH2:21][OH:22].C1(C)C=CC=CC=1>C([O-])(=O)CCCCCCCCCCC.C([O-])(=O)CCCCCCCCCCC.C([Sn+2]CCCC)CCC>[C:1]([OH:14])(=[O:13])[CH2:2][CH2:3][CH2:4][CH2:5][CH2:6][CH2:7][CH2:8][CH2:9][C:10]([OH:12])=[O:11].[O:15]1[CH2:20][CH2:19][O:18][CH2:17][CH:16]1[CH2:21][OH:22].[O:15]1[CH2:20][CH2:19][O:18][CH2:17][CH:16]1[CH2:21][OH:22] |f:3.4.5,6.7.8|. Reported procedure: Following the procedure of Example 2, a mixture of 87.1 grams (0.5 mole) of sebacic acid, 146.5 grams (1.25 moles) of 1,4-dioxanemethanol, 50 milliliters of toluene and 0.2 gram of dibutyltin dilaurate catalyst yields a waxy product in 87 percent yield which is recrystallized from an isopropanol-water mixture to give the colorless bis-1,4-dioxanemethanol sebacate.